This data is from the Open Reaction Database (ORD), a public repository of structured organic reaction records. The task is: describe an organic reaction: reactants, conditions, products, and yield The reactants are CC(=O)O, C1CCNCC1, COC(=O)CC(C)=O, O=Cc1ccc2c(c1)CCCO2, c1ccccc1. The product is COC(=O)C(=Cc1ccc2c(c1)CCCO2)C(C)=O. As a reaction SMILES: [C:27]([OH:28])(=[O:29])[CH3:30].[CH2:21]1[CH2:22][CH2:23][NH:24][CH2:25][CH2:26]1.[O:13]=[C:14]([CH2:15][C:16](=[O:17])[O:18][CH3:19])[CH3:20].[O:1]1[CH2:2][CH2:3][CH2:4][c:5]2[cH:6][c:7]([CH:11]=[O:12])[cH:8][cH:9][c:10]21.[cH:31]1[cH:32][cH:33][cH:34][cH:35][cH:36]1>>[O:1]1[CH2:2][CH2:3][CH2:4][c:5]2[cH:6][c:7]([CH:11]=[C:15]([C:14](=[O:13])[CH3:20])[C:16](=[O:17])[O:18][CH3:19])[cH:8][cH:9][c:10]21. Reactants: C(C)C1(CCN(CC1)C(=O)OC(C)(C)C)C(=O)OCC (tert-butyl 4-ethyl-4-ethoxycarbonylpiperidine-1-carboxylate), ClCCl.FC(C(=O)O)(F)F (dichloromethane trifluoroacetic acid). Run in 8/2. Conditions: time 1 hour. Product: FC(C(=O)O)(F)F.C(C)OC(=O)C1(CCNCC1)CC (4-ethoxycarbonyl-4-ethylpiperidine trifluoroacetate). The yield is 73.0%. Reaction SMILES: [CH2:1]([C:3]1([C:16]([O:18][CH2:19][CH3:20])=[O:17])[CH2:8][CH2:7][N:6](C(OC(C)(C)C)=O)[CH2:5][CH2:4]1)[CH3:2].ClCCl.[F:24][C:25]([F:30])([F:29])[C:26]([OH:28])=[O:27]>>[F:24][C:25]([F:30])([F:29])[C:26]([OH:28])=[O:27].[CH2:19]([O:18][C:16]([C:3]1([CH2:1][CH3:2])[CH2:8][CH2:7][NH:6][CH2:5][CH2:4]1)=[O:17])[CH3:20] |f:1.2,3.4|. Procedure details: 183 mg (0.64 mmol) of tert-butyl 4-ethyl-4-ethoxycarbonylpiperidine-1-carboxylate are diluted in 4 mL of an 8/2 dichloromethane/trifluoroacetic acid mixture. The solution is stirred at room temperature for 1 hour and the solvents are then evaporated off. 140 mg of 4-ethoxycarbonyl-4-ethylpiperidine trifluoroacetate in the form of an oil are obtained in a yield of 73%. Starting materials: CCCCCCBr, Br, Br, CS(C)=O, Cl, [Na+], [OH-], O, O=C(O)c1ccc(N2CCN(c3cccc(O)c3)CC2)cc1. The product is Cl, CCCCCCOc1cccc(N2CCN(c3ccc(C(=O)O)cc3)CC2)c1. As a reaction SMILES: [Br:25][CH2:26][CH2:27][CH2:28][CH2:29][CH2:30][CH3:31].[BrH:1].[BrH:2].[CH3:36][S:37]([CH3:38])=[O:39].[ClH:33].[Na+:35].[OH-:34].[OH2:32].[OH:3][c:4]1[cH:5][c:6]([N:10]2[CH2:11][CH2:12][N:13]([c:16]3[cH:17][cH:18][c:19]([C:20](=[O:21])[OH:22])[cH:23][cH:24]3)[CH2:14][CH2:15]2)[cH:7][cH:8][cH:9]1>>[ClH:33].[O:3]([c:4]1[cH:5][c:6]([N:10]2[CH2:11][CH2:12][N:13]([c:16]3[cH:17][cH:18][c:19]([C:20](=[O:21])[OH:22])[cH:23][cH:24]3)[CH2:14][CH2:15]2)[cH:7][cH:8][cH:9]1)[CH2:26][CH2:27][CH2:28][CH2:29][CH2:30][CH3:31]. Yields the product Cl, NOCc1ccc(F)c(Oc2ccccc2)c1. The reactants are CCCCN, CCO, Cl, O=C1c2ccccc2C(=O)N1OCc1ccc(F)c(Oc2ccccc2)c1. Reaction SMILES: [CH2:28]([NH2:29])[CH2:30][CH2:31][CH3:32].[CH3:34][CH2:35][OH:36].[ClH:33].[F:1][c:2]1[c:3]([O:21][c:22]2[cH:23][cH:24][cH:25][cH:26][cH:27]2)[cH:4][c:5]([CH2:6][O:7][N:8]2[C:9](=[O:10])[c:11]3[cH:12][cH:13][cH:14][cH:15][c:16]3[C:17]2=[O:18])[cH:19][cH:20]1>>[ClH:33].[F:1][c:2]1[c:3]([O:21][c:22]2[cH:23][cH:24][cH:25][cH:26][cH:27]2)[cH:4][c:5]([CH2:6][O:7][NH2:8])[cH:19][cH:20]1. Reactants: ClC1=NC=C(C=C1[N+](=O)[O-])C (2-chloro-5-methyl-3-nitro-pyridine), N1CCC(CC1)CCN1CCCCC1 (1-(2-piperidin-4-yl-ethyl)-piperidine). The reagents and catalysts are [Pd] (palladium on carbon). Run in C(C)#N (acetonitrile). Reaction conditions: temperature 100 celsius, time 8 hour. Yields the product CC=1C=C(C(=NC1)N1CCC(CC1)CCN1CCCCC1)N (5′-methyl-4-(2-piperidin-1-yl-ethyl)-3,4,5,6-tetrahydro-2H-[1,2′]bipyridinyl-3′-ylamine). Yield: 99.8%. As a reaction SMILES: Cl[C:2]1[C:7]([N+:8]([O-])=O)=[CH:6][C:5]([CH3:11])=[CH:4][N:3]=1.[NH:12]1[CH2:17][CH2:16][CH:15]([CH2:18][CH2:19][N:20]2[CH2:25][CH2:24][CH2:23][CH2:22][CH2:21]2)[CH2:14][CH2:13]1>C(#N)C.[Pd]>[CH3:11][C:5]1[CH:6]=[C:7]([NH2:8])[C:2]([N:12]2[CH2:13][CH2:14][CH:15]([CH2:18][CH2:19][N:20]3[CH2:25][CH2:24][CH2:23][CH2:22][CH2:21]3)[CH2:16][CH2:17]2)=[N:3][CH:4]=1. Procedure: To a stirred solution of 0.086 g (0.50 mmol) of 2-chloro-5-methyl-3-nitro-pyridine in acetonitrile (5 mL) is added 0.098 g (0.50 mmol) of 1-(2-piperidin-4-yl-ethyl)-piperidine. The mixture is heated in a microwave reactor at 100° C. for 10 minutes then cooled to room temperature. To this solution is added 0.010 g (0.009 mmol) of 10% palladium on carbon. The mixture is placed under an atmosphere of hydrogen and stirred overnight at room temperature. The mixture is filtered and concentrated under ... Starting materials: ClC1=CC=C(S1)C=O (5-chlorothiophene-2-carboxaldehyde), N1(C=NC=C1)CCOC=1C=C2CCCC(C2=CC1)=O (6-(2-imidazole-1-yl-ethoxy)-3,4-dihydro-2H-naphthalen-1-one). The solvent is [OH-].[K+] (KOH), CCO (EtOH). Product: ClC1=CC=C(S1)C=C1C(C2=CC=C(C=C2CC1)OCCN1C=NC=C1)=O (2-(5-Chloro-thiophen-2-ylmethylene)-6-(2-imidazole-1-yl-ethoxy)-3,4-dihydro-2H-naphthalen-1-one). Isolated yield 77.7%. As a reaction SMILES: [N:1]1([CH2:6][CH2:7][O:8][C:9]2[CH:10]=[C:11]3[C:16](=[CH:17][CH:18]=2)[C:15](=[O:19])[CH2:14][CH2:13][CH2:12]3)[CH:5]=[CH:4][N:3]=[CH:2]1.[Cl:20][C:21]1[S:25][C:24]([CH:26]=O)=[CH:23][CH:22]=1>[OH-].[K+].CCO>[Cl:20][C:21]1[S:25][C:24]([CH:26]=[C:14]2[CH2:13][CH2:12][C:11]3[C:16](=[CH:17][CH:18]=[C:9]([O:8][CH2:7][CH2:6][N:1]4[CH:5]=[CH:4][N:3]=[CH:2]4)[CH:10]=3)[C:15]2=[O:19])=[CH:23][CH:22]=1 |f:2.3|. Procedure: According to the method of Example 4, 6-(2-imidazole-1-yl-ethoxy)-3,4-dihydro-2H-naphthalen-1-one (0.25 g, 0.98 mmol) was reacted with 5-chlorothiophene-2-carboxaldehyde (0.215 g, 1.47 mmol) in 5 mL of 4% KOH in EtOH to afford 0.293 g (77%) of the title compound as a coarse cream solid, mp 143-144° C.: APCI-MS m/e 385.5 (M+ +1); 1H-NMR (CDCl3): δ 8.03 (1H, d, J=8.5 Hz), 7.81 (1H, s), 7.65 (1H, s), 7.10 (1H, d, J=3.9 Hz), 7.06 (1H, s), 7.02 (1H, s), 6.91 (1H, d, J=3.9 Hz), 6.80 (1H, dd, J=8.5 Hz,...